Task: describe an organic reaction: reactants, conditions, products, and yield. Dataset: the Open Reaction Database (ORD), a public repository of structured organic reaction records Reaction SMILES: [OH:1][CH2:2][C:3]1[CH:22]=[CH:21][C:6]([O:7][CH2:8]/[C:9](/[C:13]2[CH:20]=[CH:19][C:16]([C:17]#[N:18])=[CH:15][CH:14]=2)=[N:10]\[O:11][CH3:12])=[CH:5][CH:4]=1.O[C:24]1[CH:29]=[CH:28][C:27]([CH2:30][CH2:31][C:32]([O:34]C)=[O:33])=[C:26]([O:36][CH3:37])[CH:25]=1>>[C:17]([C:16]1[CH:15]=[CH:14][C:13](/[C:9](=[N:10]/[O:11][CH3:12])/[CH2:8][O:7][C:6]2[CH:5]=[CH:4][C:3]([CH2:2][O:1][C:24]3[CH:29]=[CH:28][C:27]([CH2:30][CH2:31][C:32]([OH:34])=[O:33])=[C:26]([O:36][CH3:37])[CH:25]=3)=[CH:22][CH:21]=2)=[CH:20][CH:19]=1)#[N:18]. Reported procedure: Compound 43 was synthesized from 4-{(1Z)-2-[4-(hydroxymethyl)-phenoxy]-N-methoxyethanimidoyl}benzonitrile (0.563 g, 1.9 mmol) and methyl 3-(4-hydroxy-2-methoxyphenyl)propanoate (0.4 g, 1.9 mmol) by following the procedure described in scheme 18 (0.27 g, yield: 71.5%); Purity: 94.96%. The product is C(#N)C1=CC=C(C=C1)/C(/COC1=CC=C(COC2=CC(=C(C=C2)CCC(=O)O)OC)C=C1)=N/OC (3-{4-[(4-{[(2Z)-2-(4-Cyanophenyl)-2-(methoxyimino)ethyl]oxy}benzyl)oxy]-2-methoxyphenyl}propanoic acid). Reactants: OCC1=CC=C(OC\C(=N/OC)\C2=CC=C(C#N)C=C2)C=C1 (4-{(1Z)-2-[4-(hydroxymethyl)-phenoxy]-N-methoxyethanimidoyl}benzonitrile), OC1=CC(=C(C=C1)CCC(=O)OC)OC (methyl 3-(4-hydroxy-2-methoxyphenyl)propanoate). Isolated yield 71.5%. The reactants are CC1=CC=C(C=C1)S(=O)(=O)OC1=CC2=CC(=C(C(=C2C=C1)O)C1=CC=CC=C1)C (5-hydroxy-7-methyl-6-phenyl-2-naphthalenyl 4-methylbenzenesulfonate), [B-].[Na+] (sodium borohydrate). Reagents/catalysts: O.O.O.O.O.O.[Ni](Cl)Cl (nickel chloride hexahydrate). Solvent: C(Cl)(Cl)Cl (CHCl3), CO (MeOH). Run at time 15 minute. The product is CC=1C(=C(C2=CC=CC=C2C1)O)C1=CC=CC=C1 (3-methyl-2-phenyl-1-naphthalenol). Yield: 44.1%. As a reaction SMILES: CC1C=CC(S(O[C:12]2[CH:21]=[CH:20][C:19]3[C:14](=[CH:15][C:16]([CH3:29])=[C:17]([C:23]4[CH:28]=[CH:27][CH:26]=[CH:25][CH:24]=4)[C:18]=3[OH:22])[CH:13]=2)(=O)=O)=CC=1.[B-].[Na+]>C(Cl)(Cl)Cl.CO.O.O.O.O.O.O.[Ni](Cl)Cl>[CH3:29][C:16]1[C:17]([C:23]2[CH:28]=[CH:27][CH:26]=[CH:25][CH:24]=2)=[C:18]([OH:22])[C:19]2[C:14]([CH:15]=1)=[CH:13][CH:12]=[CH:21][CH:20]=2 |f:1.2,5.6.7.8.9.10.11|. Procedure: To a cold (5° C.) solution of 5-hydroxy-7-methyl-6-phenyl-2-naphthalenyl 4-methylbenzenesulfonate (239) (0.250 g, 0.62 mmol) in CHCl3 (5 mL) and MeOH (5 mL) was added nickel chloride hexahydrate (0.238 g, 1.24 mmol). To the above mixture sodium borohydrate (0.471 g, 12.4 mmol) was added portion-wise. The resulting black mixture was stirred at that temperature for 15 min. Reaction mixture was filtered through a pad of celite (washings were done with CHCl3). The filtrate was concentrated under red... RXN SMILES: C(O[C:6]1[CH:13]=[CH:12][C:9]([CH:10]=[CH2:11])=[CH:8][CH:7]=1)(C)(C)C.CO[C:16]([C:18]#CC(OC)=O)=O>[N+](C1C=CC=CC=1)([O-])=O>[CH:16]1[C:8]2[C:9](=[CH:12][CH:13]=[CH:6][CH:7]=2)[CH:10]=[CH:11][CH:18]=1. The reactants are C(C)(C)(C)OC1=CC=C(C=C)C=C1 (p-t-butoxy styrene), COC(=O)C#CC(=O)OC (acetylene dicarboxylic acid dimethyl ester). Yields the product C1=CC=CC2=CC=CC=C12 (naphthalene). Procedure details: p-t-butoxy styrene 35.25 g (0.2 mol) and acetylene dicarboxylic acid dimethyl ester 56.84 g (0.4 mol) were dissolved in nitrobenzene, 200 ml, and then reacted at the temperature of 140° C. for 5 hours. After cooling, nitro benzene was removed under a reduced pressure, silica gel column chromatography (developing solvent n-hexane:acetic acid ethyl=9:1) was performed to the residual, thus 40.78 g crude material was obtained. Further, 36.63 g (yield 57.9%) objective naphthalene compounds were obtai... Isolated yield 142.9%. Solvent: [N+](=O)([O-])C1=CC=CC=C1 (nitrobenzene). Reactants: O=C([O-])[O-], CN(C)C=O, CCCc1nn(C)c2c(Cl)nc(COCC(=O)OCC)nc12, COc1ccc(CN)cc1Cl, [K+], [K+]. Product: CCCc1nn(C)c2c(NCc3ccc(OC)c(Cl)c3)nc(COCC(=O)OCC)nc12. As a reaction SMILES: [C:34](=[O:35])([O-:36])[O-:37].[CH3:40][N:41]([CH3:42])[CH:43]=[O:44].[Cl:1][c:2]1[c:3]2[c:4]([n:5][c:6]([CH2:8][O:9][CH2:10][C:11](=[O:12])[O:13][CH2:14][CH3:15])[n:7]1)[c:16]([CH2:20][CH2:21][CH3:22])[n:17][n:18]2[CH3:19].[Cl:23][c:24]1[cH:25][c:26]([CH2:27][NH2:28])[cH:29][cH:30][c:31]1[O:32][CH3:33].[K+:38].[K+:39]>>[c:2]1([NH:28][CH2:27][c:26]2[cH:25][c:24]([Cl:23])[c:31]([O:32][CH3:33])[cH:30][cH:29]2)[c:3]2[c:4]([n:5][c:6]([CH2:8][O:9][CH2:10][C:11](=[O:12])[O:13][CH2:14][CH3:15])[n:7]1)[c:16]([CH2:20][CH2:21][CH3:22])[n:17][n:18]2[CH3:19]. Starting materials: C(C1=CC=CC=C1)(=O)C1=CC=CC=C1 (benzophenone), C(CCC)[Li] (n-butyllithium), hexanes, C(C1=CC=CC=C1)N1C=NC=C1 (1-benzylimidazole). Run in C1CCOC1 (THF), C1CCOC1 (THF), C([O-])([O-])=O.[Na+].[Na+] (sodium carbonate). Reaction conditions: temperature 23 celsius, time 20 minute. The product is C(C1=CC=CC=C1)N1C(=NC=C1)C(O)(C1=CC=CC=C1)C1=CC=CC=C1 ((1-benzyl-1H-imidazol-2-yl)(diphenyl)methanol). RXN SMILES: C([Li])CCC.[CH2:6]([N:13]1[CH:17]=[CH:16][N:15]=[CH:14]1)[C:7]1[CH:12]=[CH:11][CH:10]=[CH:9][CH:8]=1.[C:18]([C:26]1[CH:31]=[CH:30][CH:29]=[CH:28][CH:27]=1)(=[O:25])[C:19]1[CH:24]=[CH:23][CH:22]=[CH:21][CH:20]=1>C1COCC1.C(=O)([O-])[O-].[Na+].[Na+]>[CH2:6]([N:13]1[CH:17]=[CH:16][N:15]=[C:14]1[C:18]([C:19]1[CH:24]=[CH:23][CH:22]=[CH:21][CH:20]=1)([C:26]1[CH:31]=[CH:30][CH:29]=[CH:28][CH:27]=1)[OH:25])[C:7]1[CH:8]=[CH:9][CH:10]=[CH:11][CH:12]=1 |f:4.5.6|. Procedure: A solution of n-butyllithium in hexanes (1.6 M, 45.0 mL, 72.0 mmol, 1.14 equiv) was added to a solution of 1-benzylimidazole (1-1, 10.0 g, 63.2 mmol, 1 equiv) in THF (200 mL) at −78° C. and the resulting mixture was stirred for 20 min. A solution of benzophenone (15.5 mL, 95.0 mmol, 1.50 equiv) in THF (30 mL) was added and the reaction mixture was stirred at −78° C. for 1 h, then warmed to 23° C. The mixture was partitioned between saturated ammonium chloride solution (200 mL) and ethyl acetate ... The reactants are C(C)(=O)NN (acetic acid hydrazide), ClC1=CC(=C(N=N1)C1=CC=C(C#N)C=C1)C (p-(6-chloro-4-methyl-3-pyridazinyl)benzonitrile). The solvent is C(CCC)O (butyl alcohol). Yields the product CC1=NN=C2N1N=C(C(=C2)C)C2=CC=C(C#N)C=C2 (p-(3,7-dimethyl-1,2,4-triazolo[4,3-b]pyridazin-6-yl)-benzonitrile). RXN SMILES: [C:1]([NH:4][NH2:5])(=O)[CH3:2].Cl[C:7]1[N:12]=[N:11][C:10]([C:13]2[CH:20]=[CH:19][C:16]([C:17]#[N:18])=[CH:15][CH:14]=2)=[C:9]([CH3:21])[CH:8]=1>C(O)CCC>[CH3:2][C:1]1[N:12]2[N:11]=[C:10]([C:13]3[CH:20]=[CH:19][C:16]([C:17]#[N:18])=[CH:15][CH:14]=3)[C:9]([CH3:21])=[CH:8][C:7]2=[N:5][N:4]=1. Procedure details: A 1.48 g. portion of acetic acid hydrazide is dissolved in 50 ml. of butyl alcohol with heating, then 4.58 g. of p-(6-chloro-4-methyl-3-pyridazinyl)benzonitrile (prepared as in Example 1) is added and complete solution occurs after heating for an additional 10 minutes. The solution is then heated at reflux for 18 hours. The reaction mixture is concentrated to afford 5.8 g. of orange solid which is washed with petroleum ether. This product is dissolved in 1:1 ethyl alcohol/acetone and is filtered... Reactants: CCO, O=C1c2ccccc2C(=O)N1CCCCN1CCC(n2c(=O)[nH]c3ccccc32)CC1. Yields the product NCCCCN1CCC(n2c(=O)[nH]c3ccccc32)CC1. RXN SMILES: [CH3:32][CH2:33][OH:34].[O:1]=[c:2]1[nH:3][c:4]2[c:5]([n:6]1[CH:7]1[CH2:8][CH2:9][N:10]([CH2:13][CH2:14][CH2:15][CH2:16][N:17]3[C:18](=[O:19])[c:20]4[c:21]([cH:22][cH:23][cH:24][cH:25]4)[C:26]3=[O:27])[CH2:11][CH2:12]1)[cH:28][cH:29][cH:30][cH:31]2>>[O:1]=[c:2]1[nH:3][c:4]2[c:5]([n:6]1[CH:7]1[CH2:8][CH2:9][N:10]([CH2:13][CH2:14][CH2:15][CH2:16][NH2:17])[CH2:11][CH2:12]1)[cH:28][cH:29][cH:30][cH:31]2. The reactants are O (water), BrC1=C(C(=NN1C1=C(C=C(C=C1Cl)C(F)(F)F)Cl)C#N)S(=O)(=O)C(F)(F)F (5-bromo-1(2,6-dichloro-4-trifluoromethylphenyl)-3-cyano-4-trifluoromethylsulfonylpyrazole), C(C)SCCCN (3-ethylthiopropylamine), C([O-])([O-])=O.[K+].[K+] (potassium carbonate). Solvent: ClCCl (dichloromethane), O1CCOCC1 (1,4-dioxane), CN(C=O)C (N,N-dimethylformamide). Reaction conditions: temperature 20 celsius, time 2.75 hour. The product is ClC1=C(C(=CC(=C1)C(F)(F)F)Cl)N1N=C(C(=C1NCCCSCC)S(=O)(=O)C(F)(F)F)C#N (1-(2,6-dichloro-4-trifluoromethylphenyl)-3-cyano-5-(3-ethylthiopropylamino)-4-trifluoromethylsulfonylpyrazole). Yield: 86.0%. RXN SMILES: Br[C:2]1[N:6]([C:7]2[C:12]([Cl:13])=[CH:11][C:10]([C:14]([F:17])([F:16])[F:15])=[CH:9][C:8]=2[Cl:18])[N:5]=[C:4]([C:19]#[N:20])[C:3]=1[S:21]([C:24]([F:27])([F:26])[F:25])(=[O:23])=[O:22].[CH2:28]([S:30][CH2:31][CH2:32][CH2:33][NH2:34])[CH3:29].C(=O)([O-])[O-].[K+].[K+].O>O1CCOCC1.CN(C)C=O.ClCCl>[Cl:18][C:8]1[CH:9]=[C:10]([C:14]([F:17])([F:16])[F:15])[CH:11]=[C:12]([Cl:13])[C:7]=1[N:6]1[C:2]([NH:34][CH2:33][CH2:32][CH2:31][S:30][CH2:28][CH3:29])=[C:3]([S:21]([C:24]([F:27])([F:26])[F:25])(=[O:23])=[O:22])[C:4]([C:19]#[N:20])=[N:5]1 |f:2.3.4|. Procedure details: To a solution of 5-bromo-1(2,6-dichloro-4-trifluoromethylphenyl)-3-cyano-4-trifluoromethylsulfonylpyrazole (5.0 g, 9.7 mmol) in 1,4-dioxane (20 ml) and N,N-dimethylformamide (20 ml) was added 3-ethylthiopropylamine (2.306 g, 19.3 mmol) and potassium carbonate (2.7 g, 19.3 mmol). The resulting mixture was stirred at 20° C. for 2.75 hours, left to stand overnight, then poured into a mixture of water and dichloromethane. The organic phase was washed with water, dried (sodium sulfate), evaporated an...